Dataset: the Open Reaction Database (ORD), a public repository of structured organic reaction records. Task: describe an organic reaction: reactants, conditions, products, and yield Starting materials: C(C1=CC=CC=C1)OCCCOC1=CC=C2CCC(OC2=C1)C(=O)OCC (ethyl 7-(3-benzyloxypropoxy)-chromane-2-carboxylate), ICC (iodoethane). The product is C(C1=CC=CC=C1)OCCCOC1=CC=C2CCC(OC2=C1)(C(=O)OCC)CC (Ethyl 7-(3-benzyloxypropoxy)-2-ethylchromane-2-carboxylate). As a reaction SMILES: [CH2:1]([O:8][CH2:9][CH2:10][CH2:11][O:12][C:13]1[CH:22]=[C:21]2[C:16]([CH2:17][CH2:18][CH:19]([C:23]([O:25][CH2:26][CH3:27])=[O:24])[O:20]2)=[CH:15][CH:14]=1)[C:2]1[CH:7]=[CH:6][CH:5]=[CH:4][CH:3]=1.I[CH2:29][CH3:30]>>[CH2:1]([O:8][CH2:9][CH2:10][CH2:11][O:12][C:13]1[CH:22]=[C:21]2[C:16]([CH2:17][CH2:18][C:19]([CH2:29][CH3:30])([C:23]([O:25][CH2:26][CH3:27])=[O:24])[O:20]2)=[CH:15][CH:14]=1)[C:2]1[CH:7]=[CH:6][CH:5]=[CH:4][CH:3]=1. Reported procedure: The title compound was prepared from ethyl 7-(3-benzyloxypropoxy)-chromane-2-carboxylate following the procedure described in Example 2, Step A employing iodoethane instead of iodopropane. Reactants: BrBr, CC(=O)c1cccc(C#N)c1, CCOCC, O. Yields the product N#Cc1cccc(C(=O)CBr)c1. RXN SMILES: [Br:1][Br:2].[C:3]([CH3:4])(=[O:5])[c:6]1[cH:7][c:8]([C:9]#[N:10])[cH:11][cH:12][cH:13]1.[CH3:15][CH2:16][O:17][CH2:18][CH3:19].[OH2:14]>>[Br:1][CH2:4][C:3](=[O:5])[c:6]1[cH:7][c:8]([C:9]#[N:10])[cH:11][cH:12][cH:13]1.